This data is from the Open Reaction Database (ORD), a public repository of structured organic reaction records. The task is: describe an organic reaction: reactants, conditions, products, and yield The reactants are CCOC(=O)c1cn(-c2ccnc(S(C)(=O)=O)n2)c(-c2cccc(C(F)(F)F)c2)n1, CC(N)c1ccccc1. Yields the product CCOC(=O)c1cn(-c2ccnc(NC(C)c3ccccc3)n2)c(-c2cccc(C(F)(F)F)c2)n1. As a reaction SMILES: [CH2:1]([CH3:2])[O:3][C:4](=[O:5])[c:6]1[n:7][c:8](-[c:21]2[cH:22][c:23]([C:27]([F:28])([F:29])[F:30])[cH:24][cH:25][cH:26]2)[n:9](-[c:11]2[n:12][c:13]([S:17]([CH3:18])(=[O:19])=[O:20])[n:14][cH:15][cH:16]2)[cH:10]1.[CH3:31][CH:32]([c:33]1[cH:34][cH:35][cH:36][cH:37][cH:38]1)[NH2:39]>>[CH2:1]([CH3:2])[O:3][C:4](=[O:5])[c:6]1[n:7][c:8](-[c:21]2[cH:22][c:23]([C:27]([F:28])([F:29])[F:30])[cH:24][cH:25][cH:26]2)[n:9](-[c:11]2[n:12][c:13]([NH:39][CH:32]([CH3:31])[c:33]3[cH:34][cH:35][cH:36][cH:37][cH:38]3)[n:14][cH:15][cH:16]2)[cH:10]1. Starting materials: [N+](=O)([O-])C=1C=C(C=CC1)CC#N (3-nitrobenzeneacetonitril). The reagents and catalysts are [Pd] (palladium on carbon). The solvent is CCO (EtOH). Yields the product NC=1C=C(C=CC1)CC#N (3-Aminobenzeneacetonitrile). Yield: 80.5%. RXN SMILES: [N+:1]([C:4]1[CH:5]=[C:6]([CH2:10][C:11]#[N:12])[CH:7]=[CH:8][CH:9]=1)([O-])=O>CCO.[Pd]>[NH2:1][C:4]1[CH:5]=[C:6]([CH2:10][C:11]#[N:12])[CH:7]=[CH:8][CH:9]=1. Procedure: A solution of 3-nitrobenzeneacetonitril (8.0 g) in EtOH (100 ml) was hydrogenated at 1 atm and room temperature over 5% palladium on carbon (0.8 g) for 4 hrs. The catalyst was removed by filtration through Hyflo and the filtrate was evaporated. The residue was chromatographed, eluting with EA:Hexane (1:2) to give the title compound (5.25 g) as an orange oil. T.I.c. hexane:EA (2:1) Rf 0.45; NMR (300 MHz, CDCl3) d 3.792H,s); 3.9(2H,br); 6.7(3H,m); 7.2(H,M). Reactants: O=C1C(C=2C=NC=CC2N1)=CNC1=CC=C(C=C1)S(=O)(=O)N (4-{[(2-oxo-1,2-Dihydro-3H-pyrrolo[3,2-c]pyridin-3-ylidene)methyl]amino}-benzenesulfonamide). The solvent is O (H2O). Run at time 8 hour. Yields the product O=C1C(C=2C(=NC=CC2)N1)=CNC1=CC=C(C=C1)S(=O)(=O)N (4-{[(2-oxo-1,2-Dihydro-3H-pyrrolo[2,3-b]pyridin-3-ylidene)methyl]amino}benzenesulfonamide). Reaction SMILES: [O:1]=[C:2]1[NH:10][C:9]2[CH:8]=[CH:7][N:6]=[CH:5][C:4]=2[C:3]1=[CH:11][NH:12][C:13]1[CH:18]=[CH:17][C:16]([S:19]([NH2:22])(=[O:21])=[O:20])=[CH:15][CH:14]=1>O>[O:1]=[C:2]1[NH:10][C:5]2=[N:6][CH:7]=[CH:8][CH:9]=[C:4]2[C:3]1=[CH:11][NH:12][C:13]1[CH:18]=[CH:17][C:16]([S:19]([NH2:22])(=[O:21])=[O:20])=[CH:15][CH:14]=1. Reported procedure: Inorganics were removed by filtration through a short silica gel column, eluting with DMF. The resulting solution was diluted with an equal volume of ice water, and the suspension was refrigerated overnight. The solid was isolated by filtration and dried to give 36 mg (21%) of the title compound as a yellow solid: 1H NMR (400 MHz, DMSO-d6) (4:1 ratio of Z:E isomers): δ (Z) 11.07 (s, 1H), 10.76 (d, J=12.4 Hz, 1H), 8.67 (d, J=12.5 Hz, 1H), 7.92 (d, J=5.1 Hz, 1H), 7.84 (d, J=7.3 Hz, 1H), 7.77 (d, J... The reactants are BrBr (bromine), 2L, 5-Ethyl-7-bromo-4-[benzenesulfonimide]-1,4-dihydroquinoline-2-carboxylic acid, ethyl ester, C(C)C1=CC(=C(N)C=C1)[N+](=O)[O-] (4-ethyl-2-nitroaniline), Br (hydrobromic acid). The solvent is O (water). Run at temperature 7 celsius, time 1 hour. The product is C(C)C1=CC(=C(N)C(=C1)Br)[N+](=O)[O-] (4-ethyl-2-nitro-6-bromoaniline). As a reaction SMILES: [CH2:1]([C:3]1[CH:9]=[CH:8][C:6]([NH2:7])=[C:5]([N+:10]([O-:12])=[O:11])[CH:4]=1)[CH3:2].[BrH:13].BrBr>O>[CH2:1]([C:3]1[CH:9]=[C:8]([Br:13])[C:6]([NH2:7])=[C:5]([N+:10]([O-:12])=[O:11])[CH:4]=1)[CH3:2]. Reported procedure: 5-Ethyl-7-bromo-4-[benzenesulfonimide]-1,4-dihydroquinoline-2-carboxylic acid, ethyl ester ##STR24## Mix 4-ethyl-2-nitroaniline (16.6g, 0.1mol) in water (400mL) and add 48% hydrobromic acid (1kg). Add bromine (16g, 0.1mol) with stirring and stir for 1 hour. Dilute to 2L and cool to 7° C. Filter, wash with water and dry to give 4-ethyl-2-nitro-6-bromoaniline. The reactants are [Al+3], [H-], [H-], [H-], [H-], [Li+], C1CCOC1, N#Cc1ccc2oc(COc3ccccc3)cc2c1, O. Yields the product NCc1ccc2oc(COc3ccccc3)cc2c1. As a reaction SMILES: [Al+3:26].[H-:25].[H-:28].[H-:29].[H-:30].[Li+:27].[O:1]1[CH2:2][CH2:3][CH2:4][CH2:5]1.[O:6]([c:7]1[cH:8][cH:9][cH:10][cH:11][cH:12]1)[CH2:13][c:14]1[o:15][c:16]2[c:17]([cH:18]1)[cH:19][c:20]([C:23]#[N:24])[cH:21][cH:22]2.[OH2:31]>>[O:6]([c:7]1[cH:8][cH:9][cH:10][cH:11][cH:12]1)[CH2:13][c:14]1[o:15][c:16]2[c:17]([cH:18]1)[cH:19][c:20]([CH2:23][NH2:24])[cH:21][cH:22]2. Starting materials: ClN1C(CCC1=O)=O (N-Chlorosuccinimide), N1=CC(=CC=C1)C=1N=C(SC1)N (4-(pyridin-3-yl)-thiazol-2-amine). Run in CN(C=O)C (N,N-dimethylformamide). As a reaction SMILES: [Cl:1]N1C(=O)CCC1=O.[N:9]1[CH:14]=[CH:13][CH:12]=[C:11]([C:15]2[N:16]=[C:17]([NH2:20])[S:18][CH:19]=2)[CH:10]=1>CN(C)C=O>[Cl:1][C:19]1[S:18][C:17]([NH2:20])=[N:16][C:15]=1[C:11]1[CH:10]=[N:9][CH:14]=[CH:13][CH:12]=1. The yield is 86.1%. Yields the product ClC1=C(N=C(S1)N)C=1C=NC=CC1 (5-chloro-4-(pyridin-3-yl)-thiazol-2-amine). Reported procedure: N-Chlorosuccinimide (14,7 g) was added all at once to a solution of 4-(pyridin-3-yl)-thiazol-2-amine (17,7 g) in N,N-dimethylformamide (130 ml) at 0°-5° C. After five minutes, the product precipitated, and after ten minutes, precipitation was completed by addition of water and ammonium hydroxide solution. The product was filtered and dried in vacuo at 60° C. to give 5-chloro-4-(pyridin-3-yl)-thiazol-2-amine, (18,2 g) Mp 202° C. Conditions: time 5 minute.